Dataset: the Open Reaction Database (ORD), a public repository of structured organic reaction records. Task: describe an organic reaction: reactants, conditions, products, and yield The reactants are CCC=O, O=C(NCC1CCCNC1)C1CCCN1C(=O)C1CCCN1C(=O)CC(c1ccccc1)(c1ccccc1)c1ccccc1. Yields the product CCCN1CCCC(CNC(=O)C2CCCN2C(=O)C2CCCN2C(=O)CC(c2ccccc2)(c2ccccc2)c2ccccc2)C1. As a reaction SMILES: [CH:45]([CH2:46][CH3:47])=[O:48].[NH:1]1[CH2:2][CH:3]([CH2:7][NH:8][C:9](=[O:10])[CH:11]2[N:12]([C:16](=[O:17])[CH:18]3[N:19]([C:23]([CH2:24][C:25]([c:26]4[cH:27][cH:28][cH:29][cH:30][cH:31]4)([c:32]4[cH:33][cH:34][cH:35][cH:36][cH:37]4)[c:38]4[cH:39][cH:40][cH:41][cH:42][cH:43]4)=[O:44])[CH2:20][CH2:21][CH2:22]3)[CH2:13][CH2:14][CH2:15]2)[CH2:4][CH2:5][CH2:6]1>>[N:1]1([CH2:45][CH2:46][CH3:47])[CH2:2][CH:3]([CH2:7][NH:8][C:9](=[O:10])[CH:11]2[N:12]([C:16](=[O:17])[CH:18]3[N:19]([C:23]([CH2:24][C:25]([c:26]4[cH:27][cH:28][cH:29][cH:30][cH:31]4)([c:32]4[cH:33][cH:34][cH:35][cH:36][cH:37]4)[c:38]4[cH:39][cH:40][cH:41][cH:42][cH:43]4)=[O:44])[CH2:20][CH2:21][CH2:22]3)[CH2:13][CH2:14][CH2:15]2)[CH2:4][CH2:5][CH2:6]1.